This data is from the Open Reaction Database (ORD), a public repository of structured organic reaction records. The task is: describe an organic reaction: reactants, conditions, products, and yield Reactants: [N+](=O)([O-])C=1C=C(C=CC1)B(O)O (3-nitrophenylboronic acid), [Cl-].[Li+] (lithium chloride), C([O-])([O-])=O.[Na+].[Na+] (sodium carbonate), C(C)(=O)OCC (ethyl acetate), product. Run in COCCOC (ethylene glycol dimethyl ether). As a reaction SMILES: [N+:1]([C:4]1[CH:5]=[C:6](B(O)O)[CH:7]=[CH:8][CH:9]=1)([O-:3])=[O:2].[Cl-].[Li+].C(=O)([O-])[O-].[Na+].[Na+].C(O[CH2:25][CH3:26])(=O)C>COCCOC.C1C=CC([P]([Pd]([P](C2C=CC=CC=2)(C2C=CC=CC=2)C2C=CC=CC=2)([P](C2C=CC=CC=2)(C2C=CC=CC=2)C2C=CC=CC=2)[P](C2C=CC=CC=2)(C2C=CC=CC=2)C2C=CC=CC=2)(C2C=CC=CC=2)C2C=CC=CC=2)=CC=1>[C:26]1([C:6]2[CH:5]=[C:4]([N+:1]([O-:3])=[O:2])[CH:9]=[CH:8][CH:7]=2)[CH2:25][CH2:8][CH2:9][CH2:4][CH:5]=1 |f:1.2,3.4.5,^1:36,38,57,76|. The product is C1(=CCCCC1)C=1C=C(C=CC1)[N+](=O)[O-] (3-(cyclohexen-1-yl)-1-nitrobenzene). Procedure details: The above product (1.3 g) is dissolved in ethylene glycol dimethyl ether (10 ml), and thereto are added 3-nitrophenylboronic acid (1.3 g), tetrakis(triphenylphosphine)palladium (0) (330 mg), lithium chloride (720 mg) and 2M aqueous sodium carbonate (8 ml), and the mixture is heated under reflux for 3 hours. To the mixture is added ethyl acetate, and the organic layer is washed with water, and the solvent is evaporated under reduced pressure. The residue is purified by silica gel column chromatog... Reagents/catalysts: C=1C=CC(=CC1)[P](C=2C=CC=CC2)(C=3C=CC=CC3)[Pd]([P](C=4C=CC=CC4)(C=5C=CC=CC5)C=6C=CC=CC6)([P](C=7C=CC=CC7)(C=8C=CC=CC8)C=9C=CC=CC9)[P](C=1C=CC=CC1)(C=1C=CC=CC1)C=1C=CC=CC1 (tetrakis(triphenylphosphine)palladium). Reactants: ClC1=CC=CC2=C1C(N1[C@H](C=3N2C=NC3C3=NOC(=N3)CCl)CC1)=O ((S)-8-chloro-1-(5-chloromethyl-1,2,4-oxadiazol-3-yl)-12,12a-dihydro-9H,11H-azeto[2,1-c]imidazo[1,5-a][1,4]benzodiazepin-9-one), N1CCCCC1 (piperidine). The solvent is CN(C=O)C (N,N-dimethylformamide). Yields the product ClC1=CC=CC2=C1C(N1[C@H](C=3N2C=NC3C3=NOC(=N3)CN3CCCCC3)CC1)=O ((S)-8-chloro-1-[5-(piperidin-1-yl)methyl-1,2,4-oxadiazol-3-yl]-12,12a-dihydro-9H,11H-azeto[2,1-c]imidazo[1,5-a][1,4]benzodiazepin-9-one). Isolated yield 96.5%. As a reaction SMILES: [Cl:1][C:2]1[C:7]2[C:8](=[O:25])[N:9]3[CH2:24][CH2:23][C@H:10]3[C:11]3[N:12]([CH:13]=[N:14][C:15]=3[C:16]3[N:20]=[C:19]([CH2:21]Cl)[O:18][N:17]=3)[C:6]=2[CH:5]=[CH:4][CH:3]=1.[NH:26]1[CH2:31][CH2:30][CH2:29][CH2:28][CH2:27]1>CN(C)C=O>[Cl:1][C:2]1[C:7]2[C:8](=[O:25])[N:9]3[CH2:24][CH2:23][C@H:10]3[C:11]3[N:12]([CH:13]=[N:14][C:15]=3[C:16]3[N:20]=[C:19]([CH2:21][N:26]4[CH2:31][CH2:30][CH2:29][CH2:28][CH2:27]4)[O:18][N:17]=3)[C:6]=2[CH:5]=[CH:4][CH:3]=1. Procedure: 3.76 g (10 mmol) of (S)-8-chloro-1-(5-chloromethyl-1,2,4-oxadiazol-3-yl)-12,12a-dihydro-9H,11H-azeto[2,1-c]imidazo[1,5-a][1,4]benzodiazepin-9-one were stirred at room temperature overnight with 5 g (58 mmol) of piperidine and 25 ml of N,N-dimethylformamide. By evaporation of the reaction mixture and chromatography of the residue on silica gel while eluting with ethyl acetate/methanol 9/1 there were obtained 4.1 g (96%) of (S)-8-chloro-1-[5-(piperidin-1-yl)methyl-1,2,4-oxadiazol-3-yl]-12,12a-dihy... The product is COC([C@H](NC([C@@H](NC(=O)OCC1=CC=CC=C1)CC1=CC=CC=C1)=O)C)=O (benzyloxycarbonyl-L-phenylalanyl-D-alanine methyl ester), white solid. Conditions: time 15 minute. Run in O1CCCC1 (tetrahydrofuran), C(C)(=O)O (acetic acid), O1CCCC1 (tetrahydrofuran). Reaction SMILES: Cl.[CH3:2][O:3][C:4](=[O:8])[C@@H:5]([CH3:7])[NH2:6].CN1CCOCC1.[CH2:16]([O:23][C:24]([NH:26][C@H:27]([C:35](O)=[O:36])[CH2:28][C:29]1[CH:34]=[CH:33][CH:32]=[CH:31][CH:30]=1)=[O:25])[C:17]1[CH:22]=[CH:21][CH:20]=[CH:19][CH:18]=1.ON1C2C=CC=CC=2N=N1.C1(N=C=NC2CCCCC2)CCCCC1>O1CCCC1.C(O)(=O)C>[CH3:2][O:3][C:4](=[O:8])[C@@H:5]([CH3:7])[NH:6][C:35](=[O:36])[C@H:27]([CH2:28][C:29]1[CH:30]=[CH:31][CH:32]=[CH:33][CH:34]=1)[NH:26][C:24]([O:23][CH2:16][C:17]1[CH:22]=[CH:21][CH:20]=[CH:19][CH:18]=1)=[O:25] |f:0.1|. Starting materials: Cl.COC([C@H](N)C)=O (D-alanine methyl ester hydrochloride), C1(CCCCC1)N=C=NC1CCCCC1 (N, N'-dicyclohexylcarbodiimide), C(C1=CC=CC=C1)OC(=O)N[C@@H](CC1=CC=CC=C1)C(=O)O (benzyloxycarbonyl-L-phenylalanine), ON1N=NC2=C1C=CC=C2 (1-hydroxybenzotriazole), CN1CCOCC1 (N-methylmorpholine). Procedure details: First benzyloxycarbonyl-L-phenylalanyl-D-alanine methyl ester was prepared, as follows. A solution of 0.56 g of D-alanine methyl ester hydrochloride in 6 ml tetrahydrofuran was cooled to 0° C. and then treated with 0.53 ml of N-methylmorpholine. After 15 min of stirring, 1.20 g of benzyloxycarbonyl-L-phenylalanine and 1.08 g of 1-hydroxybenzotriazole were added. A cold solution of 0.99 g of N, N'-dicyclohexylcarbodiimide in 2 ml tetrahydrofuran was then added and the mixture stirred for 1 hour a... Solvent: C(C)(=O)O (acetic acid), O1CCCC1 (tetrahydrofuran). Product: O[C@@]12C=C[C@H]3[C@@H]4[C@H]5[C@@H](C([C@@]4(C)CC[C@@H]3[C@]2(CC[C@@H](C1)OC(C(C)(C)C)=O)C)=O)C5 (5-hydroxy-15β,16β-methylene-3β-pivaloyloxy-5β-androst-6-en-17-one). Conditions: time 1 hour. The reagents and catalysts are [Zn] (zinc). Procedure details: A solution of 196 g of 7α-chloro-5,6β-epoxy-15β,16β-methylene-3β-pivaloyloxy-5β-androstan-17-one in 500 ml of acetic acid and 800 ml of tetrahydrofuran is combined at 70° C. with 392 g of zinc dust in two portions at an interval of 30 minutes, and stirred for one hour at this temperature. After cooling, the zinc is filtered off over "Celite" and washed with 5 l of methylene chloride. The combined filtrates are mixed with 1.5 l of water and neutralized under agitation by the addition of solid sod... Isolated yield 74.6%. Starting materials: Cl[C@H]1[C@H]2[C@@H]3[C@H]4[C@@H](C([C@@]3(C)CC[C@@H]2[C@]2(CC[C@@H](C[C@@]23[C@@H]1O3)OC(C(C)(C)C)=O)C)=O)C4 (7α-chloro-5,6β-epoxy-15β,16β-methylene-3β-pivaloyloxy-5β-androstan-17-one). RXN SMILES: Cl[C@@H:2]1[C@H:19]2[O:20][C@:18]32[C@:13]([CH3:28])([CH2:14][CH2:15][C@H:16]([O:21][C:22](=[O:27])[C:23]([CH3:26])([CH3:25])[CH3:24])[CH2:17]3)[C@@H:12]2[C@@H:3]1[C@H:4]1[C@@:8]([CH2:10][CH2:11]2)([CH3:9])[C:7](=[O:29])[C@H:6]2[CH2:30][C@@H:5]12>C(O)(=O)C.O1CCCC1.[Zn]>[OH:20][C@@:18]12[CH2:17][C@@H:16]([O:21][C:22](=[O:27])[C:23]([CH3:24])([CH3:25])[CH3:26])[CH2:15][CH2:14][C@:13]1([CH3:28])[C@@H:12]1[C@H:3]([C@H:4]3[C@@:8]([CH2:10][CH2:11]1)([CH3:9])[C:7](=[O:29])[C@H:6]1[CH2:30][C@@H:5]31)[CH:2]=[CH:19]2. The reactants are CCOC(=O)/N=N/C(=O)OCC (diethylazodicarboxylate), FC=1C=CC=C2CN(C(NC12)=O)C1CCN(CC1)C(=O)NC(CC=1C=C2C=NNC2=C(C1)C)C1=NN=NN1 (4-(8-fluoro-2-oxo-1,2-dihydroquinazolin-3[4H]-yl)-N-(2{7-methyl-1H-indazol-5-yl}-1-{1H-tetrazol-5-yl}ethyl)piperidin-1-carboxamide), OCC1CCN(CC1)C(=O)OC(C)(C)C (tert-butyl 4-(hydroxymethyl)piperidine-1-carboxylate), C1(=CC=CC=C1)P(C1=CC=CC=C1)C1=CC=CC=C1 (triphenylphosphine). Run in O1CCCC1 (tetrahydrofuran). Reaction conditions: temperature 0 celsius, time 16 hour. The product is C(C)(C)(C)OC(=O)N1CCC(CC1)CN1N=NN=C1C(CC=1C=C2C=NNC2=C(C1)C)NC(=O)N1CCC(CC1)N1C(NC2=C(C=CC=C2C1)F)=O (tert-butyl-4-({5-(1-[4-(8-fluoro-2-oxo-1,2-dihydroquinazolin-3 [4H]-yl)piperidine-1-carboxamido]-2-(7-methyl-1H-indazol-5-yl)ethyl)-1H-tetrazol-1-yl}methyl)piperidine-1-carboxylate). As a reaction SMILES: [F:1][C:2]1[CH:3]=[CH:4][CH:5]=[C:6]2[C:11]=1[NH:10][C:9](=[O:12])[N:8]([CH:13]1[CH2:18][CH2:17][N:16]([C:19]([NH:21][CH:22]([C:34]3[NH:38][N:37]=[N:36][N:35]=3)[CH2:23][C:24]3[CH:25]=[C:26]4[C:30](=[C:31]([CH3:33])[CH:32]=3)[NH:29][N:28]=[CH:27]4)=[O:20])[CH2:15][CH2:14]1)[CH2:7]2.O[CH2:40][CH:41]1[CH2:46][CH2:45][N:44]([C:47]([O:49][C:50]([CH3:53])([CH3:52])[CH3:51])=[O:48])[CH2:43][CH2:42]1.C1(P(C2C=CC=CC=2)C2C=CC=CC=2)C=CC=CC=1.CCOC(/N=N/C(OCC)=O)=O>O1CCCC1>[C:50]([O:49][C:47]([N:44]1[CH2:45][CH2:46][CH:41]([CH2:40][N:35]2[C:34]([CH:22]([NH:21][C:19]([N:16]3[CH2:15][CH2:14][CH:13]([N:8]4[CH2:7][C:6]5[C:11](=[C:2]([F:1])[CH:3]=[CH:4][CH:5]=5)[NH:10][C:9]4=[O:12])[CH2:18][CH2:17]3)=[O:20])[CH2:23][C:24]3[CH:25]=[C:26]4[C:30](=[C:31]([CH3:33])[CH:32]=3)[NH:29][N:28]=[CH:27]4)=[N:38][N:37]=[N:36]2)[CH2:42][CH2:43]1)=[O:48])([CH3:53])([CH3:51])[CH3:52]. Reported procedure: To a stirred solution of 4-(8-fluoro-2-oxo-1,2-dihydroquinazolin-3[4H]-yl)-N-(2{7-methyl-1H-indazol-5-yl}-1-{1H-tetrazol-5-yl}ethyl)piperidin-1-carboxamide (50 mg, 0.1 mmol) and tert-butyl 4-(hydroxymethyl)piperidine-1-carboxylate (22 mg, 0.11 mmol) in dry tetrahydrofuran (3.0 mL) at 0° C. was added in one portion triphenylphosphine (27.5 mg, 0.11 mmol) followed by a dropwise addition of diethylazodicarboxylate (10 μL, 0.105 mmol). The resulting mixture was stirred briefly at 0° C. and then allo...